From a dataset of the Open Reaction Database (ORD), a public repository of structured organic reaction records. describe an organic reaction: reactants, conditions, products, and yield Starting materials: BrC=1C(=NC=CC1)OCCO (2-((3-bromopyridin-2-yl)oxy)ethanol), FC1=C(C=CC(=C1)B1OC(C(O1)(C)C)(C)C)C=1C=NC(=NC1)N (5-(2-fluoro-4-(4,4,5,5-tetramethyl-1,3,2-dioxaborolan-2-yl)phenyl)pyrimidin-2-amine). Yields the product NC1=NC=C(C=N1)C1=C(C=C(C=C1)C=1C(=NC=CC1)OCCO)F (2-({3-[4-(2-Aminopyrimidin-5-yl)-3-fluorophenyl]pyridin-2-yl}oxy)ethanol). Reaction SMILES: Br[C:2]1[C:3]([O:8][CH2:9][CH2:10][OH:11])=[N:4][CH:5]=[CH:6][CH:7]=1.[F:12][C:13]1[CH:18]=[C:17](B2OC(C)(C)C(C)(C)O2)[CH:16]=[CH:15][C:14]=1[C:28]1[CH:29]=[N:30][C:31]([NH2:34])=[N:32][CH:33]=1>>[NH2:34][C:31]1[N:32]=[CH:33][C:28]([C:14]2[CH:15]=[CH:16][C:17]([C:2]3[C:3]([O:8][CH2:9][CH2:10][OH:11])=[N:4][CH:5]=[CH:6][CH:7]=3)=[CH:18][C:13]=2[F:12])=[CH:29][N:30]=1. Procedure: The title compound was prepared in a manner similar to that described in Example 88 using 2-((3-bromopyridin-2-yl)oxy)ethanol and 5-(2-fluoro-4-(4,4,5,5-tetramethyl-1,3,2-dioxaborolan-2-yl)phenyl)pyrimidin-2-amine. MS (ESI): mass calcd. for C17H15FN4O2, 326.12; m/z found, 326.9 [M+H]+. 1H NMR (400 MHz, DMSO-d6) δ 8.47 (d, J=1.3, 2H), 8.15 (dd, J=4.9, 1.8, 1H), 7.84 (dd, J=7.4, 1.8, 1H), 7.65-7.52 (m, 3H), 7.08 (dd, J=7.4, 5.0, 1H), 6.87 (s, 2H), 4.80 (s, 1H), 4.40-4.32 (m, 2H), 3.70 (t, J=5.0, 2... Reactants: ClCCl, O=[N+]([O-])c1cc(CO)n[nH]1, O=S(Cl)Cl. As a reaction SMILES: [Cl:15][CH2:16][Cl:17].[N+:1](=[O:2])([O-:3])[c:4]1[cH:5][c:6]([CH2:9][OH:10])[n:7][nH:8]1.[S:11]([Cl:12])([Cl:13])=[O:14]>>[N+:1](=[O:2])([O-:3])[c:4]1[cH:5][c:6]([CH2:9][Cl:13])[n:7][nH:8]1. Product: O=[N+]([O-])c1cc(CCl)n[nH]1.